This data is from the Open Reaction Database (ORD), a public repository of structured organic reaction records. The task is: describe an organic reaction: reactants, conditions, products, and yield Reagents/catalysts: [Cu]I (copper(I) iodide). Yield: 54.3%. Solvent: CN(C)C=O (DMF), CC(C)(C)OC (MTBE). The product is BrC1=C[Se]C=C1C#CC1=CC=CC=C1 (3-bromo-4-phenylethynyl-selenophene). As a reaction SMILES: [Br:1][C:2]1[C:6](I)=[CH:5][Se:4][CH:3]=1.C1(P(C2C=CC=CC=2)C2C=CC=CC=2)C=CC=CC=1.C(NCC)C.[C:32]1([C:38]#[CH:39])[CH:37]=[CH:36][CH:35]=[CH:34][CH:33]=1>CC(OC)(C)C.[Cu]I.CN(C=O)C>[Br:1][C:2]1[C:6]([C:39]#[C:38][C:32]2[CH:37]=[CH:36][CH:35]=[CH:34][CH:33]=2)=[CH:5][Se:4][CH:3]=1. Reported procedure: To a pressure vessel purged with N2 was added 3-bromo-4-iodo-selenophene (1.97 g, 5.87 mmol), DMF (5.20 mL), triphenylphosphine (0.307 g, 1.17 mmol), copper(I) iodide (0.0740 g, 0.387 mmol), diethylamine (dried over KOH, 9.20 mL, 88.0 mmol), phenyl acetylene (0.645 mL, 5.87 mmol), and palladium dichloride-bis-triphenylphosphine (0.272 g, 0.387 mmol). The reaction vessel was sealed and the mixture heated to 70° C. for 1 h. Upon cooling to room temperature, the reaction mixture was diluted with MT... Run at temperature 70 celsius. The reactants are BrC1=C[Se]C=C1I (3-bromo-4-iodo-selenophene), C1(=CC=CC=C1)P(C1=CC=CC=C1)C1=CC=CC=C1 (triphenylphosphine), C(C)NCC (diethylamine), C1(=CC=CC=C1)C#C (phenyl acetylene), palladium dichloride bis-triphenylphosphine. Yield: 35.8%. The product is FC=1C=CC2=C(C(=NO2)C2CCN(CC2)CCCN2C(NC3=C2C=CC=C3)=O)C1 (5-Fluoro-3-{1-[1,3-dihydro-2-oxo-2H-benzimidazol-1-ylpropyl]-4-piperidyl}-1,2-benzisoxazole). Reaction conditions: time 12 hour. As a reaction SMILES: [F:1][C:2]1[CH:3]=[CH:4][C:5]2[O:9][N:8]=[C:7]([CH:10]3[CH2:15][CH2:14][NH:13][CH2:12][CH2:11]3)[C:6]=2[CH:16]=1.Cl[CH2:18][CH2:19][CH2:20][N:21]1[C:25]2[CH:26]=[CH:27][CH:28]=[CH:29][C:24]=2[NH:23][C:22]1=[O:30].C(=O)([O-])[O-].[Na+].[Na+].[I-].[K+]>CC(CC(=O)C)C>[F:1][C:2]1[CH:3]=[CH:4][C:5]2[O:9][N:8]=[C:7]([CH:10]3[CH2:11][CH2:12][N:13]([CH2:18][CH2:19][CH2:20][N:21]4[C:25]5[CH:26]=[CH:27][CH:28]=[CH:29][C:24]=5[NH:23][C:22]4=[O:30])[CH2:14][CH2:15]3)[C:6]=2[CH:16]=1 |f:2.3.4,5.6|. The solvent is CC(C)CC(C)=O (2-methyl-4-pentanone). Procedure: A mixture of 3.9 g of 5-fluoro-3-(4-piperidyl)-1,2-benzisoxazole, 3.8 g of 1-(3-chloropropyl)-1,3-dihydro-2H-benzimidazol-2-one, 2.7 g of sodium carbonate, a few crystals of potassium iodide and 140 ml of 2-methyl-4-pentanone was stirred and was heated under reflux under nitrogen for 8 hrs. After stirring at ambient temperature for 12 hrs, the mixture was filtered and the filter cake was stirred with 200 ml of water. The solid was collected and dried. Recrystallization from methanol-dimethylform... Starting materials: FC=1C=CC2=C(C(=NO2)C2CCNCC2)C1 (5-fluoro-3-(4-piperidyl)-1,2-benzisoxazole), ClCCCN1C(NC2=C1C=CC=C2)=O (1-(3-chloropropyl)-1,3-dihydro-2H-benzimidazol-2-one), C([O-])([O-])=O.[Na+].[Na+] (sodium carbonate), [I-].[K+] (potassium iodide). Starting materials: CC1CN(c2c(F)cc3c(=O)c(C(=O)O)cn(CCF)c3c2Cl)CC1NC(=O)OC(C)(C)C, CO, Cl, N. Product: CC1CN(c2c(F)cc3c(=O)c(C(=O)O)cn(CCF)c3c2Cl)CC1N. Reaction SMILES: [C:1]([O:2][C:3](=[O:4])[NH:8][CH:9]1[CH2:10][N:11]([c:15]2[c:16]([F:33])[cH:17][c:18]3[c:19](=[O:32])[c:20]([C:29](=[O:30])[OH:31])[cH:21][n:22]([CH2:26][CH2:27][F:28])[c:23]3[c:24]2[Cl:25])[CH2:12][CH:13]1[CH3:14])([CH3:5])([CH3:6])[CH3:7].[CH3:35][OH:36].[ClH:37].[NH3:34]>>[NH2:8][CH:9]1[CH2:10][N:11]([c:15]2[c:16]([F:33])[cH:17][c:18]3[c:19](=[O:32])[c:20]([C:29](=[O:30])[OH:31])[cH:21][n:22]([CH2:26][CH2:27][F:28])[c:23]3[c:24]2[Cl:25])[CH2:12][CH:13]1[CH3:14].